From a dataset of the Open Reaction Database (ORD), a public repository of structured organic reaction records. describe an organic reaction: reactants, conditions, products, and yield The reactants are B, CCOC(C)=O, O=C(O)c1ccc2c(c1)Sc1ccccc1CC2=O, C1CCOC1, O. Product: O=C1Cc2ccccc2Sc2cc(CO)ccc21. RXN SMILES: [BH3:20].[CH3:21][CH2:22][O:23][C:24](=[O:25])[CH3:26].[O:1]=[C:2]1[c:3]2[c:4]([cH:13][c:14]([C:17](=[O:18])[OH:19])[cH:15][cH:16]2)[S:5][c:6]2[c:7]([cH:9][cH:10][cH:11][cH:12]2)[CH2:8]1.[O:27]1[CH2:28][CH2:29][CH2:30][CH2:31]1.[OH2:32]>>[O:1]=[C:2]1[c:3]2[c:4]([cH:13][c:14]([CH2:17][OH:18])[cH:15][cH:16]2)[S:5][c:6]2[c:7]([cH:9][cH:10][cH:11][cH:12]2)[CH2:8]1. Reactants: CO, CC(=O)Nc1nc(C=Cc2ccc([N+](=O)[O-])cc2)cs1. The product is CC(=O)Nc1nc(C=Cc2ccc(N)cc2)cs1. RXN SMILES: [CH3:21][OH:22].[N+:1]([O-:2])(=[O:3])[c:4]1[cH:5][cH:6][c:7]([CH:10]=[CH:11][c:12]2[n:13][c:14]([NH:17][C:18]([CH3:19])=[O:20])[s:15][cH:16]2)[cH:8][cH:9]1>>[NH2:1][c:4]1[cH:5][cH:6][c:7]([CH:10]=[CH:11][c:12]2[n:13][c:14]([NH:17][C:18]([CH3:19])=[O:20])[s:15][cH:16]2)[cH:8][cH:9]1. The reactants are CCOC(=O)CC(=O)NCc1c(CC)nc2c(cnn2CC)c1NC1CCOCC1, CO, Cl, O. The product is CCc1nc2c(cnn2CC)c(NC2CCOCC2)c1CNC(=O)CC(=O)O. As a reaction SMILES: [CH2:1]([CH3:2])[n:3]1[n:4][cH:5][c:6]2[c:7]1[n:8][c:9]([CH2:29][CH3:30])[c:10]([CH2:19][NH:20][C:21]([CH2:22][C:23](=[O:24])[O:25][CH2:26][CH3:27])=[O:28])[c:11]2[NH:12][CH:13]1[CH2:14][CH2:15][O:16][CH2:17][CH2:18]1.[CH3:32][OH:33].[ClH:31].[OH2:34]>>[CH2:1]([CH3:2])[n:3]1[n:4][cH:5][c:6]2[c:7]1[n:8][c:9]([CH2:29][CH3:30])[c:10]([CH2:19][NH:20][C:21]([CH2:22][C:23](=[O:24])[OH:25])=[O:28])[c:11]2[NH:12][CH:13]1[CH2:14][CH2:15][O:16][CH2:17][CH2:18]1.